Task: describe an organic reaction: reactants, conditions, products, and yield. Dataset: the Open Reaction Database (ORD), a public repository of structured organic reaction records The reagents and catalysts are [Pd] (Palladium on carbon). Reactants: [H][H] (hydrogen), C(=O)(OCC1=CC=CC=C1)N[C@@H](CCC1=CC=CC=C1)C(=O)OC(C)(C)C ((N-carbobenzyloxy)-(L)-homophenylalanine, tert-butyl ester), [H][H] (hydrogen). Solvent: C(C)O (ethanol), C(C)(=O)OCC (ethyl acetate). Reaction SMILES: C([NH:11][C@H:12]([C:21]([O:23][C:24]([CH3:27])([CH3:26])[CH3:25])=[O:22])[CH2:13][CH2:14][C:15]1[CH:20]=[CH:19][CH:18]=[CH:17][CH:16]=1)(OCC1C=CC=CC=1)=O.[H][H]>C(O)C.C(OCC)(=O)C.[Pd]>[NH2:11][C@H:12]([C:21]([O:23][C:24]([CH3:27])([CH3:26])[CH3:25])=[O:22])[CH2:13][CH2:14][C:15]1[CH:16]=[CH:17][CH:18]=[CH:19][CH:20]=1. Reported procedure: A solution of (N-carbobenzyloxy)-(L)-homophenylalanine, tert-butyl ester (100 mg, 0.281 mmol) in anhydrous ethanol (2 mL) and anhydrous ethyl acetate (2 mL) was degassed and the reaction flask filled with hydrogen. 10% Palladium on carbon catalyst (25 mg) was added and the mixture was hydrogenated under a balloon of hydrogen at room temperature for 2.3 hr. The catalyst was removed by filtration through a pad of celite, and solvent was removed from the filtrate by rotoevaporation. After pumping u... Product: N[C@@H](CCC1=CC=CC=C1)C(=O)OC(C)(C)C ((L)-Homophenylalanine, tert-butyl ester).